Dataset: the Open Reaction Database (ORD), a public repository of structured organic reaction records. Task: describe an organic reaction: reactants, conditions, products, and yield The reactants are [N+](=O)([O-])C1=C(C=C(C=C1)NC1CCC(CC1)OCC(=O)O)C(F)(F)F ([4-(4-nitro-3-trifluoromethyl-phenylamino)-cyclohexyloxy]-acetic acid), CCN=C=NCCCN(C)C.Cl (EDAC hydrochloride), C=1C=CC2=C(C1)N=NN2O (HOBt), CN1CCOCC1 (4-methylmorpholine), Cl.C[C@@H]1N(C[C@H](NC1)C)CC=1SC2=C(N1)C=C(C=C2)C(F)(F)F (2-((2S,5R)-2,5-dimethyl-piperazin-1-ylmethyl)-5-trifluoromethyl-benzothiazole hydrochloride), Heptanes—EtOAc. The solvent is CCOC(=O)C (EtOAc), CN(C)C=O (DMF). Run at time 30 minute. Product: C[C@H]1N(C[C@@H](N(C1)CC=1SC2=C(N1)C=C(C=C2)C(F)(F)F)C)C(COC2CCC(CC2)NC2=CC(=C(C=C2)[N+](=O)[O-])C(F)(F)F)=O (1-[(2R,5S)-2,5-dimethyl-4-(5-trifluoromethyl-benzothiazol-2-ylmethyl)-piperazin-1-yl]-2-[4-(4-nitro-3-trifluoromethyl-phenylamino)-cyclohexyloxy]-ethanone). The yield is 53.3%. Reaction SMILES: [N+:1]([C:4]1[CH:9]=[CH:8][C:7]([NH:10][CH:11]2[CH2:16][CH2:15][CH:14]([O:17][CH2:18][C:19]([OH:21])=O)[CH2:13][CH2:12]2)=[CH:6][C:5]=1[C:22]([F:25])([F:24])[F:23])([O-:3])=[O:2].CCN=C=NCCCN(C)C.Cl.C1C=CC2N(O)N=NC=2C=1.CN1CCOCC1.Cl.[CH3:56][C@H:57]1[CH2:62][NH:61][C@H:60]([CH3:63])[CH2:59][N:58]1[CH2:64][C:65]1[S:66][C:67]2[CH:73]=[CH:72][C:71]([C:74]([F:77])([F:76])[F:75])=[CH:70][C:68]=2[N:69]=1>CN(C=O)C.CCOC(C)=O>[CH3:63][C@@H:60]1[CH2:59][N:58]([CH2:64][C:65]2[S:66][C:67]3[CH:73]=[CH:72][C:71]([C:74]([F:77])([F:75])[F:76])=[CH:70][C:68]=3[N:69]=2)[C@@H:57]([CH3:56])[CH2:62][N:61]1[C:19](=[O:21])[CH2:18][O:17][CH:14]1[CH2:15][CH2:16][CH:11]([NH:10][C:7]2[CH:8]=[CH:9][C:4]([N+:1]([O-:3])=[O:2])=[C:5]([C:22]([F:24])([F:25])[F:23])[CH:6]=2)[CH2:12][CH2:13]1 |f:1.2,5.6|. Procedure details: To a solution of [4-(4-nitro-3-trifluoromethyl-phenylamino)-cyclohexyloxy]-acetic acid (172 mg, 0.476 mmol, 2 eq.) in DMF (5 ml) was added EDAC hydrochloride (68 mg, 0.36 mmol, 1.5 eq.), HOBt (55 mg, 0.36 mmol, 1.5 eq.) and 4-methylmorpholine (0.13 ml, 1.2 mmol, 5 eq.). The resulting solution was stirred for 30 min then 2-((2S,5R)-2,5-dimethyl-piperazin-1-ylmethyl)-5-trifluoromethyl-benzothiazole hydrochloride (87 mg, 0.24 mmol, 1 eq.) was added. The solution was stirred overnight at room temper... Starting materials: [H-].[Na+] (Sodium hydride), CCOC(=O)CBr (ethyl bromo acetate), ClCCC(=C(C1=CC=CC=C1)C1=CC=C(OCCO)C=C1)C1=CC=CC=C1 (2-[4-(4-Chloro-1,2-diphenyl-but-1-enyl)-phenoxy]-ethanol), ClCCC(=C(C1=CC=CC=C1)C1=CC=C(OCCO)C=C1)C1=CC=CC=C1 (2-[4-(4-Chloro-1,2-diphenyl-but-1-enyl)-phenoxy]-ethanol). The solvent is C1CCOC1 (THF), O1CCCC1 (tetrahydrofuran). Run at time 5 hour. Yields the product C(C)OC(COCCOC1=CC=C(C=C1)C(=C(CCCl)C1=CC=CC=C1)C1=CC=CC=C1)=O ({2-[4-(4-Chloro-1,2-diphenyl-but-1-enyl)-phenoxy]-ethoxy}-acetic acid ethyl ester). RXN SMILES: [Cl:1][CH2:2][CH2:3][C:4]([C:22]1[CH:27]=[CH:26][CH:25]=[CH:24][CH:23]=1)=[C:5]([C:12]1[CH:21]=[CH:20][C:15]([O:16][CH2:17][CH2:18][OH:19])=[CH:14][CH:13]=1)[C:6]1[CH:11]=[CH:10][CH:9]=[CH:8][CH:7]=1.[H-].[Na+].[CH3:30][CH2:31][O:32][C:33]([CH2:35]Br)=[O:34]>O1CCCC1>[CH2:31]([O:32][C:33](=[O:34])[CH2:35][O:19][CH2:18][CH2:17][O:16][C:15]1[CH:14]=[CH:13][C:12]([C:5]([C:6]2[CH:7]=[CH:8][CH:9]=[CH:10][CH:11]=2)=[C:4]([C:22]2[CH:23]=[CH:24][CH:25]=[CH:26][CH:27]=2)[CH2:3][CH2:2][Cl:1])=[CH:21][CH:20]=1)[CH3:30] |f:1.2|. Reported procedure: 2-[4-(4-Chloro-1,2-diphenyl-but-1-enyl)-phenoxy]-ethanol (Compound II) (0.3 g, 0.79 mmol) was dissolved in tetrahydrofuran (5 ml) under a nitrogen atmosphere. Sodium hydride (0.058 g, 1.21 mmol) was added in THF (5 ml) to the solution and the mixture was stirred at room temperature for an hour. Then the mixture was cooled to 0° C., ethyl bromo acetate (0.4 g, 2.38 mmol) was added and the stirring was continued for 5 hours at 0-5° C. The mixture was allowed to warm up to room temperature and stir... The reactants are C(C)(=O)NC1CC2=CC=C(C=C2CC1)OC (2-acetylamino-6-methoxy-1,2,3,4-tetrahydronaphthalene), [N+](=O)(O)[O-] (nitric acid), dinitro. The solvent is O (water). Yields the product C(C)(=O)NC1CC2=CC(=C(C=C2CC1)OC)[N+](=O)[O-] (2-Acetylamino-7-nitro-6-methoxy-1,2,3,4-tetrahydronaphthalene). RXN SMILES: [C:1]([NH:4][CH:5]1[CH2:14][CH2:13][C:12]2[C:7](=[CH:8][CH:9]=[C:10]([O:15][CH3:16])[CH:11]=2)[CH2:6]1)(=[O:3])[CH3:2].[N+:17]([O-])([OH:19])=[O:18]>O>[C:1]([NH:4][CH:5]1[CH2:14][CH2:13][C:12]2[C:7](=[CH:8][C:9]([N+:17]([O-:19])=[O:18])=[C:10]([O:15][CH3:16])[CH:11]=2)[CH2:6]1)(=[O:3])[CH3:2]. Procedure: 30 g of 2-acetylamino-6-methoxy-1,2,3,4-tetrahydronaphthalene are introduced in small amounts into 600 ml of nitric acid (d=1.38), the temperature being kept between -5° and -10° C. The reaction has ended when total dissolution has taken place. The solution is then poured into 2 liters of water and ice and the solid is filtered off, washed and dried. This gives a mixture of the two mononitro isomers, the one being nitrated in the 5-position and the other in the 7-position, and of the dinitro com... The reactants are O (water), CNCC1=CC=CC=2C(C(=C(OC21)C2=CC=CC=C2)C)=O (8-Methylaminomethyl-3-methyl-4-oxo-2-phenyl-4H-1-benzopyran), BrCCCl (1-bromo-2-chloroethane), C([O-])([O-])=O.[K+].[K+] (potassium carbonate). The solvent is CN(C=O)C (dimethylformamide). Run at time 12 hour. Product: CN(CCCl)CC1=CC=CC=2C(C(=C(OC21)C2=CC=CC=C2)C)=O (8-[N-methyl-N-(2-chloroethyl)-aminomethyl]-3-methyl-4-oxo-2-phenyl-4H-1-benzopyran). Reaction SMILES: [CH3:1][NH:2][CH2:3][C:4]1[C:13]2[O:12][C:11]([C:14]3[CH:19]=[CH:18][CH:17]=[CH:16][CH:15]=3)=[C:10]([CH3:20])[C:9](=[O:21])[C:8]=2[CH:7]=[CH:6][CH:5]=1.Br[CH2:23][CH2:24][Cl:25].C(=O)([O-])[O-].[K+].[K+].O>CN(C)C=O>[CH3:1][N:2]([CH2:3][C:4]1[C:13]2[O:12][C:11]([C:14]3[CH:19]=[CH:18][CH:17]=[CH:16][CH:15]=3)=[C:10]([CH3:20])[C:9](=[O:21])[C:8]=2[CH:7]=[CH:6][CH:5]=1)[CH2:23][CH2:24][Cl:25] |f:2.3.4|. Reported procedure: A mixture of 22 g of Intermediate XX, 66 ml of 1-bromo-2-chloroethane and 11 g of anhydrous potassium carbonate in 88 ml of dimethylformamide was stirred at 20°-25° C. for 12 hours. The reaction mixture was then poured into 600 ml of water and extracted with dichloromethane. The organic layer was washed with water, dried on anhydrous sodium sulfate and acidified with ethanolic hydrogen chloride. The solvent and the excess 1-bromo-2-chloroethane were distilled off in vacuo at 70°-80° C. The resid... The reactants are C([O-])([O-])=O.[Cs+].[Cs+] (cesium carbonate), O (water), BrC=1C=C2CNC(C2=CC1)=O (5-Bromo-2,3-dihydro-isoindol-1-one), BrCC1=CC=C(C=C1)C (1-bromomethyl-4-methyl-benzene). Yields the product ethyl acetate hexanes, BrC=1C=C2CN(C(C2=CC1)=O)CC1=CC=C(C=C1)C (5-Bromo-2-(4-methyl-benzyl)-2,3-dihydro-isoindol-1-one). The yield is 79.1%. Run in CN1CCCC1=O (NMP). Reported procedure: 5-Bromo-2,3-dihydro-isoindol-1-one (1.0 g, 4.72 mmol), 1-bromomethyl-4-methyl-benzene (1.14 g, 6.14 mmol) and cesium carbonate (3.08 g, 9.44 mmol) were suspended in anhydrous NMP (10 mL). The mixture was immersed in a 60° C. oil bath for 16.5 hours. The cooled reaction mixture was poured into water and extracted with ethyl acetate. The organic phase was washed with water and brine, dried over magnesium sulfate, filtered and concentrated. Column chromatography (20% to 40% ethyl acetate/hexanes) p... Reaction SMILES: [Br:1][C:2]1[CH:3]=[C:4]2[C:8](=[CH:9][CH:10]=1)[C:7](=[O:11])[NH:6][CH2:5]2.Br[CH2:13][C:14]1[CH:19]=[CH:18][C:17]([CH3:20])=[CH:16][CH:15]=1.C(=O)([O-])[O-].[Cs+].[Cs+].O>CN1C(=O)CCC1>[Br:1][C:2]1[CH:3]=[C:4]2[C:8](=[CH:9][CH:10]=1)[C:7](=[O:11])[N:6]([CH2:13][C:14]1[CH:19]=[CH:18][C:17]([CH3:20])=[CH:16][CH:15]=1)[CH2:5]2 |f:2.3.4|. The reactants are B, CON=Cc1cc(C(=O)NOCCO)c(Nc2ccc(I)cc2F)c(F)c1F, O=C(O)C(Cl)Cl, c1ccncc1. The product is CONCc1cc(C(=O)NOCCO)c(Nc2ccc(I)cc2F)c(F)c1F. RXN SMILES: [BH3:35].[F:1][c:2]1[c:3]([NH:20][c:21]2[c:22]([F:28])[cH:23][c:24]([I:27])[cH:25][cH:26]2)[c:4]([C:5](=[O:6])[NH:7][O:8][CH2:9][CH2:10][OH:11])[cH:12][c:13]([CH:16]=[N:17][O:18][CH3:19])[c:14]1[F:15].[OH:36][C:37]([CH:38]([Cl:39])[Cl:40])=[O:41].[n:29]1[cH:30][cH:31][cH:32][cH:33][cH:34]1>>[F:1][c:2]1[c:3]([NH:20][c:21]2[c:22]([F:28])[cH:23][c:24]([I:27])[cH:25][cH:26]2)[c:4]([C:5](=[O:6])[NH:7][O:8][CH2:9][CH2:10][OH:11])[cH:12][c:13]([CH2:16][NH:17][O:18][CH3:19])[c:14]1[F:15]. Starting materials: COC(=O)CC(=O)OC, C[O-], CO, [Na+], O, BrCc1cccc(-c2ccccc2)c1. Yields the product COC(=O)C(Cc1cccc(-c2ccccc2)c1)C(=O)OC. RXN SMILES: [C:1]([CH2:2][C:3](=[O:4])[O:5][CH3:6])(=[O:7])[O:8][CH3:9].[CH3:24][O-:25].[CH3:28][OH:29].[Na+:26].[OH2:27].[c:10]1(-[c:16]2[cH:17][c:18]([CH2:19][Br:20])[cH:21][cH:22][cH:23]2)[cH:11][cH:12][cH:13][cH:14][cH:15]1>>[C:1]([CH:2]([C:3](=[O:4])[O:5][CH3:6])[CH2:19][c:18]1[cH:17][c:16](-[c:10]2[cH:11][cH:12][cH:13][cH:14][cH:15]2)[cH:23][cH:22][cH:21]1)(=[O:7])[O:8][CH3:9]. Reactants: ClC=1N(C2=NC(=NC(=C2N1)N1CCOCC1)C=1C=NC(=NC1)NC)CC1COCC1 (5-[8-chloro-6-morpholin-4-yl-9-(tetrahydrofuran-3-ylmethyl)-9H-purin-2-yl]-N-methylpyrimidin-2-amine), N1CCOCC1 (morpholine). The solvent is CS(=O)C (dimethyl sulfoxide). Conditions: temperature 150 celsius, time 3 hour. The product is N1(CCOCC1)C1=C2N=C(N(C2=NC(=N1)C=1C=NC(=NC1)NC)CC1COCC1)N1CCOCC1 (5-[6,8-Dimorpholin-4-yl-9-(tetrahydrofuran-3-ylmethyl)-9H-purin-2-yl]-N-methylpyrimidin-2-amine). The yield is 50.6%. RXN SMILES: Cl[C:2]1[N:3]([CH2:25][CH:26]2[CH2:30][CH2:29][O:28][CH2:27]2)[C:4]2[C:9]([N:10]=1)=[C:8]([N:11]1[CH2:16][CH2:15][O:14][CH2:13][CH2:12]1)[N:7]=[C:6]([C:17]1[CH:18]=[N:19][C:20]([NH:23][CH3:24])=[N:21][CH:22]=1)[N:5]=2.[NH:31]1[CH2:36][CH2:35][O:34][CH2:33][CH2:32]1>CS(C)=O>[N:11]1([C:8]2[N:7]=[C:6]([C:17]3[CH:18]=[N:19][C:20]([NH:23][CH3:24])=[N:21][CH:22]=3)[N:5]=[C:4]3[C:9]=2[N:10]=[C:2]([N:31]2[CH2:36][CH2:35][O:34][CH2:33][CH2:32]2)[N:3]3[CH2:25][CH:26]2[CH2:30][CH2:29][O:28][CH2:27]2)[CH2:16][CH2:15][O:14][CH2:13][CH2:12]1. Procedure details: A mixture of 5-[8-chloro-6-morpholin-4-yl-9-(tetrahydrofuran-3-ylmethyl)-9H-purin-2-yl]-N-methylpyrimidin-2-amine (100 mg, 0.23 mmol), morpholine (61 μl, 0.70 mmol), and dimethyl sulfoxide (1 ml) was stirred at 150° C. for 3 hours. The mixture was purified by preparative HPLC (column, NOMURA Develosil Combi-RP-5; mobile phase, acetonitrile/water/formic acid) to give the title compound (56 mg, 50%) as a light brown solid. Reported procedure: A solution of 47.5 g (0.75 mol) of ammonium formate and 49.0 g (0.3 mol) of methyl 2-chloro-3-oxovalerate in 800 ml of ethanol is reacted and worked up in analogy to Example 2. Yield: 72.0% [GC] Starting materials: C(=O)[O-].[NH4+] (ammonium formate), ClC(C(=O)OC)C(CC)=O (methyl 2-chloro-3-oxovalerate). Yields the product NC(=C(C(=O)OC)Cl)CC (Methyl 3-amino-2-chloro-2-pentenoate). Isolated yield 72.0%. RXN SMILES: C([O-])=O.[NH4+:4].[Cl:5][CH:6]([C:11](=O)[CH2:12][CH3:13])[C:7]([O:9][CH3:10])=[O:8]>C(O)C>[NH2:4][C:11]([CH2:12][CH3:13])=[C:6]([Cl:5])[C:7]([O:9][CH3:10])=[O:8] |f:0.1|. The solvent is C(C)O (ethanol). The reactants are C1(CC1)S(=O)(=O)C(C)(C)C1=NC(=NC(=C1)N1[C@H](COCC1)C)C1=CC=C(C=C1)NC(OC1=CC=CC=C1)=O (phenyl N-[4-[4-(2-cyclopropylsulfonylpropan-2-yl)-6-[(3S)-3-methylmorpholin-4-yl]pyrimidin-2-yl]phenyl]carbamate), C1(CC1)S(=O)(=O)CC1=NC(=NC(=C1)N1[C@H](COCC1)C)C1=CC=C(C=C1)NC(OC1=CC=CC=C1)=O (phenyl N-[4-[4-(cyclopropylsulfonylmethyl)-6-[(3S)-3-methylmorpholin-4-yl]pyrimidin-2-yl]phenyl]carbamate), amine. The product is C1(CC1)S(=O)(=O)C(C)(C)C1=NC(=NC(=C1)N1[C@H](COCC1)C)C1=CC=C(C=C1)NC(=O)NC (1-[4-[4-(2-Cyclopropylsulfonylpropan-2-yl)-6-[(3S)-3-methylmorpholin-4-yl]pyrimidin-2-yl]phenyl]-3-methyl-urea). RXN SMILES: [CH:1]1([S:4]([C:7]([C:10]2[CH:15]=[C:14]([N:16]3[CH2:21][CH2:20][O:19][CH2:18][C@@H:17]3[CH3:22])[N:13]=[C:12]([C:23]3[CH:28]=[CH:27][C:26]([NH:29][C:30](=[O:38])OC4C=CC=CC=4)=[CH:25][CH:24]=3)[N:11]=2)([CH3:9])[CH3:8])(=[O:6])=[O:5])[CH2:3][CH2:2]1.C1(S(C[C:46]2C=C(N3CCOC[C@@H]3C)N=C(C3C=CC(NC(=O)OC4C=CC=CC=4)=CC=3)[N:47]=2)(=O)=O)CC1>>[CH:1]1([S:4]([C:7]([C:10]2[CH:15]=[C:14]([N:16]3[CH2:21][CH2:20][O:19][CH2:18][C@@H:17]3[CH3:22])[N:13]=[C:12]([C:23]3[CH:28]=[CH:27][C:26]([NH:29][C:30]([NH:47][CH3:46])=[O:38])=[CH:25][CH:24]=3)[N:11]=2)([CH3:8])[CH3:9])(=[O:5])=[O:6])[CH2:3][CH2:2]1. Reported procedure: The following compounds were made in an analogous fashion from either phenyl N-[4-[4-(2-cyclopropylsulfonylpropan-2-yl)-6-[(3S)-3-methylmorpholin-4-yl]pyrimidin-2-yl]phenyl]carbamate or phenyl N-[4-[4-(cyclopropylsulfonylmethyl)-6-[(3S)-3-methylmorpholin-4-yl]pyrimidin-2-yl]phenyl]carbamate and the appropriate amine.